From a dataset of the Open Reaction Database (ORD), a public repository of structured organic reaction records. describe an organic reaction: reactants, conditions, products, and yield Starting materials: NN (hydrazine), [Br-].C(C(C)(C)C)(=O)OC[N+]1=CN(C(=C1)CCN1C(C=2C(C1=O)=CC=CC2)=O)CC2=CC=C(C=C2)C#N (1-Pivaloyloxymethyl-3-(4-cyanobenzyl)-4-(2-phthalimidoethyl) imidazolium bromide), C(C=1C(C(=O)OC)=CC=CC1)(=O)OC (Dimethyl phthalate). Run in C(C)O (ethanol). Reaction conditions: time 6 hour. Yields the product C(#N)C1=CC=C(CNCCC2=CNC=N2)C=C1 (4-Cyanobenzyl histamine). As a reaction SMILES: [Br-].C(OC[N+:10]1[CH:14]=[C:13]([CH2:15][CH2:16][N:17]2C(=O)C3=CC=CC=C3[C:18]2=O)[N:12](CC2C=CC(C#N)=CC=2)[CH:11]=1)(=O)C(C)(C)C.[NH2:37]N.C(OC)(=O)[C:40]1[C:41](=[CH:46][CH:47]=[CH:48][CH:49]=1)[C:42](OC)=O>C(O)C>[C:42]([C:41]1[CH:40]=[CH:49][C:48]([CH2:18][NH:17][CH2:16][CH2:15][C:13]2[N:12]=[CH:11][NH:10][CH:14]=2)=[CH:47][CH:46]=1)#[N:37] |f:0.1|. Reported procedure: 1-Pivaloyloxymethyl-3-(4-cyanobenzyl)-4-(2-phthalimidoethyl) imidazolium bromide (1.00 g, 1.81 mmol) was dissolved in ethanol (50 mL), treated with hydrazine (0.287 mL, 9.06 mmol), and heated at reflux for 16 h. Dimethyl phthalate (2.22 mL, 13.57 mmol) was added and reflux was continued for 6 h. The reaction mixture was cooled in an ice-H2O bath, the solid precipitate filtered off, the filtrate concentrated to dryness, and the residue chromatographed (SiO2, CH2Cl2 (NH4OH): 3-8% CH3OH) to give th...